From a dataset of the Open Reaction Database (ORD), a public repository of structured organic reaction records. describe an organic reaction: reactants, conditions, products, and yield The yield is 64.2%. Solvent: C(C)OCC (diethyl ether). Conditions: time 40 minute. Reported procedure: Under a nitrogen atmosphere a solution of 1.7 grams (6.8 mmole) of 2,4-dichloro-7-nitrobenzothiazole in 150 mL of diethyl ether was stirred as 1.2 grams (13.7 mmole) of piperidine was added via syringe over a ten minute period. The reaction mixture, which had spontaneously warmed, was cooled with ice-water to ambient temperature, where it stirred for 40 minutes. The resulting precipitate was collected by filtration and washed with 50 mL of ethyl acetate. The filtrate was washed with aqueous 0.1N... The product is N1(CCCCC1)C=1SC2=C(N1)C(=CC=C2[N+](=O)[O-])Cl (2-(1-piperidinyl)-4-chloro-7-nitrobenzothiazole). RXN SMILES: Cl[C:2]1[S:3][C:4]2[C:10]([N+:11]([O-:13])=[O:12])=[CH:9][CH:8]=[C:7]([Cl:14])[C:5]=2[N:6]=1.[NH:15]1[CH2:20][CH2:19][CH2:18][CH2:17][CH2:16]1>C(OCC)C>[N:15]1([C:2]2[S:3][C:4]3[C:10]([N+:11]([O-:13])=[O:12])=[CH:9][CH:8]=[C:7]([Cl:14])[C:5]=3[N:6]=2)[CH2:20][CH2:19][CH2:18][CH2:17][CH2:16]1. Starting materials: ClC=1SC2=C(N1)C(=CC=C2[N+](=O)[O-])Cl (2,4-dichloro-7-nitrobenzothiazole), N1CCCCC1 (piperidine), ice water. Reactants: Cl (hydrochloric acid), C(C)(=O)OC=1C(=C2CCC(OC2=C(C1C)C)(C)COC1=CC=C(C=C1)CC(C(=O)OCC)Cl)C (ethyl 3-[4-(6-acetoxy-2,5,7,8-tetramethylchroman-2-ylmethoxy)phenyl]-2-chloropropionate), [O-]CC.[Na+] (sodium ethoxide). Run in C(C)O (ethanol), C(C)O (ethanol), O1CCCC1 (tetrahydrofuran). Product: ClC(C(=O)OCC)CC1=CC=C(C=C1)OCC1(OC2=C(C(=C(C(=C2CC1)C)O)C)C)C (ethyl 2-chloro-3-[4-(6-hydroxy-2,5,7,8-tetramethyl-chroman-2-ylmethoxy)phenyl]propionate). RXN SMILES: C([O:4][C:5]1[C:6]([CH3:34])=[C:7]2[C:12](=[C:13]([CH3:16])[C:14]=1[CH3:15])[O:11][C:10]([CH2:18][O:19][C:20]1[CH:25]=[CH:24][C:23]([CH2:26][CH:27]([Cl:33])[C:28]([O:30][CH2:31][CH3:32])=[O:29])=[CH:22][CH:21]=1)([CH3:17])[CH2:9][CH2:8]2)(=O)C.[O-]CC.[Na+].Cl>C(O)C.O1CCCC1>[Cl:33][CH:27]([CH2:26][C:23]1[CH:22]=[CH:21][C:20]([O:19][CH2:18][C:10]2([CH3:17])[CH2:9][CH2:8][C:7]3[C:12](=[C:13]([CH3:16])[C:14]([CH3:15])=[C:5]([OH:4])[C:6]=3[CH3:34])[O:11]2)=[CH:25][CH:24]=1)[C:28]([O:30][CH2:31][CH3:32])=[O:29] |f:1.2|. Reported procedure: 0.48 g of ethyl 3-[4-(6-acetoxy-2,5,7,8-tetramethylchroman-2-ylmethoxy)phenyl]-2-chloropropionate was dissolved in a mixture of 3 ml of absolute ethanol and 2 ml of dry tetrahydrofuran. An ethanolic solution of sodium ethoxide (prepared by dissolving 49.0 mg sodium in 2 ml of absolute ethanol) was added dropwise, under a nitrogen stream at 10°-13° C., to the resulting solution. The mixture was then reacted for 21 hours at 0°-5° C., after which 0.22 g of concentrated hydrochloric acid dissolved i... Reactants: C(C)(C)(C)OC(=O)N1CCN(CC1)C1=NC=C(C=C1[N+](=O)[O-])Cl (4-(5-chloro-3-nitro-pyridin-2-yl)-piperazine-1-carboxylic acid tert-butyl ester), C(C)(=O)OCC (ethyl acetate). Reagents/catalysts: [Pt]=S (platinum sulfide). The solvent is CO (methanol). Run at time 8 hour. The product is C(C)(C)(C)OC(=O)N1CCN(CC1)C1=NC=C(C=C1N)Cl (4-(3-amino-5-chloro-pyridin-2-yl)-piperazine-1-carboxylic acid tert-butyl ester). Isolated yield 78.3%. RXN SMILES: [C:1]([O:5][C:6]([N:8]1[CH2:13][CH2:12][N:11]([C:14]2[C:19]([N+:20]([O-])=O)=[CH:18][C:17]([Cl:23])=[CH:16][N:15]=2)[CH2:10][CH2:9]1)=[O:7])([CH3:4])([CH3:3])[CH3:2].C(OCC)(=O)C>[Pt]=S.CO>[C:1]([O:5][C:6]([N:8]1[CH2:9][CH2:10][N:11]([C:14]2[C:19]([NH2:20])=[CH:18][C:17]([Cl:23])=[CH:16][N:15]=2)[CH2:12][CH2:13]1)=[O:7])([CH3:4])([CH3:2])[CH3:3]. Procedure details: A round bottom flask is charged with 5% platinum sulfide on carbon (0.20 g, 0.039 mmol). The flask was evacuated and refilled with argon three times. To the flask is added 4-(5-chloro-3-nitro-pyridin-2-yl)-piperazine-1-carboxylic acid tert-butyl ester (2.80 g, 8.17 mmol) as a solution in a 1:1 mixture of ethyl acetate:methanol (100 mL). The mixture is placed under an atmosphere of hydrogen and stirred overnight at room temperature. The mixture is filtered through a pad of diatomaceous earth and ...